Dataset: the Open Reaction Database (ORD), a public repository of structured organic reaction records. Task: describe an organic reaction: reactants, conditions, products, and yield The reactants are CN(C)C=O, CC#N, CNC(=S)NCCSCc1c[nH]cn1, N#CN, [Pb]. Yields the product CN=C(NC#N)NCCSCc1c[nH]cn1. Reaction SMILES: [CH3:19][N:20]([CH3:21])[CH:22]=[O:23].[CH3:24][C:25]#[N:26].[CH3:5][NH:6][C:7](=[S:8])[NH:9][CH2:10][CH2:11][S:12][CH2:13][c:14]1[n:15][cH:16][nH:17][cH:18]1.[N:1]#[C:2][NH2:3].[Pb:4]>>[N:1]#[C:2][NH:3][C:7](=[N:6][CH3:5])[NH:9][CH2:10][CH2:11][S:12][CH2:13][c:14]1[n:15][cH:16][nH:17][cH:18]1. Starting materials: [H-].[Al+3].[Li+].[H-].[H-].[H-] (lithium aluminum hydride), CC1=CC=C(C=C1)S(=O)(=O)OC[C@H](CC[C@H](C(C)(C)OC(C)OCC)F)[C@H]1CC[C@H]2[C@@H]3CC=C4C[C@H](C[C@@H]([C@]4(C)[C@H]3CC[C@]12C)OC1OCCCC1)OC1OCCCC1 ([1α,3β,24R]-1,3-bis[(tetrahydro-2H-pyran-2-yl)oxy]-25-(1-ethoxyethoxy)-24-fluorocholest-5-en-21-ol 21-(4-methylbenzenesulfonate)). The solvent is O1CCCC1 (tetrahydrofuran). Conditions: temperature 60 celsius, time 1 hour. Yields the product O1C(CCCC1)O[C@H]1C[C@@H](CC2=CC[C@H]3[C@@H]4CC[C@H]([C@@H](CC[C@H](C(C)(C)OC(C)OCC)F)C)[C@]4(CC[C@@H]3[C@@]12C)C)OC1OCCCC1 ([1α,3β,24R]-1,3-bis[(tetrahydro-2H-pyran-2-yl)oxy]-25-(1-ethoxyethoxy)-24-fluorocholest-5-ene). RXN SMILES: [H-].[Al+3].[Li+].[H-].[H-].[H-].CC1C=CC(S(O[CH2:18][C@@H:19]([C@@H:33]2[C@:50]3([CH3:51])[C@H:36]([C@H:37]4[C@H:47]([CH2:48][CH2:49]3)[C@:45]3([CH3:46])[C:40]([CH2:41][C@@H:42]([O:59][CH:60]5[CH2:65][CH2:64][CH2:63][CH2:62][O:61]5)[CH2:43][C@@H:44]3[O:52][CH:53]3[CH2:58][CH2:57][CH2:56][CH2:55][O:54]3)=[CH:39][CH2:38]4)[CH2:35][CH2:34]2)[CH2:20][CH2:21][C@@H:22]([F:32])[C:23]([O:26][CH:27]([O:29][CH2:30][CH3:31])[CH3:28])([CH3:25])[CH3:24])(=O)=O)=CC=1>O1CCCC1>[O:54]1[CH2:55][CH2:56][CH2:57][CH2:58][CH:53]1[O:52][C@@H:44]1[C@@:45]2([CH3:46])[C:40](=[CH:39][CH2:38][C@@H:37]3[C@@H:47]2[CH2:48][CH2:49][C@@:50]2([CH3:51])[C@H:36]3[CH2:35][CH2:34][C@@H:33]2[C@H:19]([CH3:18])[CH2:20][CH2:21][C@@H:22]([F:32])[C:23]([O:26][CH:27]([O:29][CH2:30][CH3:31])[CH3:28])([CH3:25])[CH3:24])[CH2:41][C@@H:42]([O:59][CH:60]2[CH2:65][CH2:64][CH2:63][CH2:62][O:61]2)[CH2:43]1 |f:0.1.2.3.4.5|. Reported procedure: A mixture of 0.710 g. (0.0187 mole) of lithium aluminum hydride, 80 ml. of tetrahydrofuran and 4.85 g. (0.0057 mole) of [1α,3β,24R]-1,3-bis[(tetrahydro-2H-pyran-2-yl)oxy]-25-(1-ethoxyethoxy)-24-fluorocholest-5-en-21-ol 21-(4-methylbenzenesulfonate) was heated at reflux (60° C.) for 1 hr and cooled to 0° C. The mixture was diluted with 200 ml. of ether and quenched with the dropwise addition of 1.4 ml. of water and 1.1 ml. of 10% aqueous sodium hydroxide solution. The mixture was then stirred for... Reactants: C(O)[P+](CO)(CO)CO.[Cl-] (THPC), N1C(NCC1)=O (2-imidazolidinone). Run in C1(=CC=CC=C1)C (toluene). Product: [Cl-].O=C1N(CCN1)C[P+](CN1C(NCC1)=O)(CN1C(NCC1)=O)CN1C(NCC1)=O (tetrakis[(2-oxo-1-imidazolidinyl)methyl]phosphonium chloride). Isolated yield 96.1%. RXN SMILES: [CH2:1]([P+:3]([CH2:8]O)([CH2:6]O)[CH2:4]O)O.[Cl-:10].[NH:11]1[CH2:15][CH2:14][NH:13][C:12]1=[O:16]>C1(C)C=CC=CC=1>[Cl-:10].[O:16]=[C:12]1[NH:13][CH2:14][CH2:15][N:11]1[CH2:8][P+:3]([CH2:1][N:11]1[CH2:15][CH2:14][NH:13][C:12]1=[O:16])([CH2:4][N:11]1[CH2:15][CH2:14][NH:13][C:12]1=[O:16])[CH2:6][N:11]1[CH2:15][CH2:14][NH:13][C:12]1=[O:16] |f:0.1,4.5|. Procedure details: Reaction of THPC (9.53 g, 0.05 mol) with 2-imidazolidinone (17.22 g, 0.2 mol) in toluene (75 ml), following Example 1, gave 22.23 g (96.1%) of tetrakis[(2-oxo-1-imidazolidinyl)methyl]phosphonium chloride (I, R, R'=CH2CH2, R"=H, X=Cl) as a white solid, mp 220° C. The product was soluble in dilute sodium hydroxide and insoluble in water or organic solvents. The reactants are CSC=1SC2=NC=CC=C2N1 (2-(methylthio)thiazolo[5,4-b]pyridine), [Mn](=O)(=O)(=O)[O-].[K+] (potassium permanganate), O (water), [O-][Mn](=O)(=O)=O.[K+] (KMnO4). Solvent: C(C)(=O)O (acetic acid). Conditions: time 16 hour. Product: CS(=O)(=O)C=1SC2=NC=CC=C2N1 (2-(methylsulfonyl)thiazolo[5,4-b]pyridine). Isolated yield 20.1%. As a reaction SMILES: [CH3:1][S:2][C:3]1[S:4][C:5]2[C:10]([N:11]=1)=[CH:9][CH:8]=[CH:7][N:6]=2.[Mn]([O-])(=O)(=O)=[O:13].[K+].[OH2:18]>C(O)(=O)C>[CH3:1][S:2]([C:3]1[S:4][C:5]2[C:10]([N:11]=1)=[CH:9][CH:8]=[CH:7][N:6]=2)(=[O:13])=[O:18] |f:1.2|. Procedure: To a stirred, room temperature solution of 2-(methylthio)thiazolo[5,4-b]pyridine (182 mg, 1.0 mmol) in acetic acid (10 mL) was added a solution of potassium permanganate (47.3 mg, 0.3 mmol) in water (6 mL) dropwise. The reaction mixture was stirred at room temperature for 16 h. LCMS showed incomplete conversion. Additional KMnO4 (158 mg) was mixed in and stirred for another 5 h. LCMS showed complete conversion. The reaction mixture was quenched with aqueous sodium sulfite. The resulting mixture ... As a reaction SMILES: [CH3:1][O:2][c:3]1[cH:4][c:5]([CH2:6][n:7]2[cH:8][n:9][cH:10][cH:11]2)[cH:12][cH:13][cH:14]1.[CH:22]([CH3:23])([CH3:24])[N:25]1[CH2:26][CH2:27][CH:28]([NH2:31])[CH2:29][CH2:30]1.[Cl:15][C:16]([C:17](=[O:18])[Cl:21])([Cl:19])[Cl:20].[Cl:32][CH2:33][Cl:34]>>[CH3:1][O:2][c:3]1[cH:4][c:5]([CH2:6][n:7]2[c:8]([C:17](=[O:18])[NH:31][CH:28]3[CH2:27][CH2:26][N:25]([CH:22]([CH3:23])[CH3:24])[CH2:30][CH2:29]3)[n:9][cH:10][cH:11]2)[cH:12][cH:13][cH:14]1. Starting materials: COc1cccc(Cn2ccnc2)c1, CC(C)N1CCC(N)CC1, O=C(Cl)C(Cl)(Cl)Cl, ClCCl. Product: COc1cccc(Cn2ccnc2C(=O)NC2CCN(C(C)C)CC2)c1. Starting materials: Cl, CCCCc1nc2c(N)nc3cccnc3c2n1CCCCNC(=O)OC(C)(C)C, [Na+], [OH-]. The product is CCCCc1nc2c(N)nc3cccnc3c2n1CCCCN. Reaction SMILES: [ClH:33].[NH2:1][c:2]1[n:3][c:4]2[cH:5][cH:6][cH:7][n:8][c:9]2[c:10]2[c:11]1[n:12][c:13]([CH2:27][CH2:28][CH2:29][CH3:30])[n:14]2[CH2:15][CH2:16][CH2:17][CH2:18][NH:19][C:20](=[O:21])[O:22][C:23]([CH3:24])([CH3:25])[CH3:26].[Na+:32].[OH-:31]>>[NH2:1][c:2]1[n:3][c:4]2[cH:5][cH:6][cH:7][n:8][c:9]2[c:10]2[c:11]1[n:12][c:13]([CH2:27][CH2:28][CH2:29][CH3:30])[n:14]2[CH2:15][CH2:16][CH2:17][CH2:18][NH2:19].